From a dataset of the Open Reaction Database (ORD), a public repository of structured organic reaction records. describe an organic reaction: reactants, conditions, products, and yield Reactants: F[C@@H]1[C@@H]2C=3C=CC(=CC3C[C@H]([C@H]2[C@@H]2CCC([C@@]2(C)C1)=O)CCCCCN(CCCCCCCCC)C)O (11β-fluoro-3-hydroxy-7α-{5-[methyl-nonyl-amino]-pentyl}-estra-1,3,5(10)-trien-17-one), [BH4-].[Na+] (sodium borohydride). The solvent is CO (methanol). Run at time 30 minute. Yields the product F[C@@H]1[C@@H]2C=3C=CC(=CC3C[C@H]([C@H]2[C@@H]2CC[C@@H]([C@@]2(C)C1)O)CCCCCN(CCCCCCCCC)C)O (11β-fluoro-7α-{5-[methyl-nonyl-amino]-pentyl}-estra-1,3,5(10)-triene-3,17β-diol). Isolated yield 38.7%. Reaction SMILES: [F:1][C@H:2]1[CH2:19][C@@:17]2([CH3:18])[C@@H:13]([CH2:14][CH2:15][C:16]2=[O:20])[C@H:12]2[C@H:3]1[C:4]1[CH:5]=[CH:6][C:7]([OH:37])=[CH:8][C:9]=1[CH2:10][C@H:11]2[CH2:21][CH2:22][CH2:23][CH2:24][CH2:25][N:26]([CH3:36])[CH2:27][CH2:28][CH2:29][CH2:30][CH2:31][CH2:32][CH2:33][CH2:34][CH3:35].[BH4-].[Na+]>CO>[F:1][C@H:2]1[CH2:19][C@@:17]2([CH3:18])[C@@H:13]([CH2:14][CH2:15][C@@H:16]2[OH:20])[C@H:12]2[C@H:3]1[C:4]1[CH:5]=[CH:6][C:7]([OH:37])=[CH:8][C:9]=1[CH2:10][C@H:11]2[CH2:21][CH2:22][CH2:23][CH2:24][CH2:25][N:26]([CH3:36])[CH2:27][CH2:28][CH2:29][CH2:30][CH2:31][CH2:32][CH2:33][CH2:34][CH3:35] |f:1.2|. Procedure details: 85 mg of 11β-fluoro-3-hydroxy-7α-{5-[methyl-nonyl-amino]-pentyl}-estra-1,3,5(10)-trien-17-one is dissolved in 3 ml of methanol and mixed with 25 mg of sodium borohydride. After 30 minutes of stirring at room temperature, the solvent is drawn off in a vacuum for the most part, the residue is mixed with common salt solution, extracted 3 times with methylene chloride, dried on magnesium sulfate and concentrated by evaporation in a vacuum. Preparative thin-layer chromatography with methylene chlorid... The reactants are C(C)(=O)OCC1=C(C(C2=C(N1)N(NC2=O)C)C2=CC(=C(C=C2)F)Br)C(=O)OCC (ethyl 6-[(acetyloxy)methyl]-4-(3-bromo-4-fluorophenyl)-1-methyl-3-oxo-2,3,4,7-tetrahydro-1H-pyrazolo[3,4-b]pyridine-5-carboxylate), C([O-])([O-])=O.[K+].[K+] (potassium carbonate). Solvent: CO (methanol). Yields the product BrC=1C=C(C=CC1F)C1C2=C(NC3=C1C(NN3C)=O)COC2=O (4-(3-bromo-4-fluorophenyl)-1-methyl-4,8-dihydro-1H-furo[3,4-b]pyrazolo[4,3-e]pyridine-3,5(2H,7H)-dione). The yield is 54.7%. As a reaction SMILES: C(O[CH2:5][C:6]1[NH:11][C:10]2[N:12]([CH3:16])[NH:13][C:14](=[O:15])[C:9]=2[CH:8]([C:17]2[CH:22]=[CH:21][C:20]([F:23])=[C:19]([Br:24])[CH:18]=2)[C:7]=1[C:25]([O:27]CC)=[O:26])(=O)C.C(=O)([O-])[O-].[K+].[K+]>CO>[Br:24][C:19]1[CH:18]=[C:17]([CH:8]2[C:9]3[C:14](=[O:15])[NH:13][N:12]([CH3:16])[C:10]=3[NH:11][C:6]3[CH2:5][O:26][C:25](=[O:27])[C:7]2=3)[CH:22]=[CH:21][C:20]=1[F:23] |f:1.2.3|. Reported procedure: The product from Example 32A (0.09 g) and potassium carbonate(0.03 g) in methanol (10 mL) were stirred at ambient temperature for 1 hour. The solvent was evaporated under reduced pressure and the obtained residue was chromatographed on silica gel eluting with 10% EtOH/CH2Cl2 to provide 0.04 g of the title compound. 1H NMR (300 MHz, DMSO-d6) δ 3.49 (s, 3H), 4.76 (s, 1H), 4.9 (q, 2H), 7.23 (m, 2H), 7.42 (dd, 1H), 9.51 (bs, 1H), 9.78 (s, 1H); MS (ESI−) m/z 378 (M−H)−; Anal. calcd for C15H11N3BrFO3.... Reactants: solid, Cl.Cl.O1C=C(C=C2C1=CC=C2)C2N(CCCC2)CC[C@@H]2CC[C@H](CC2)N (trans-4-[2-(4-benzofuran-3-yl-piperidin-1-yl)-ethyl]-cyclohexylamine dihydrochloride), Cl.Cl.O1C=C(C=C2C1=CC=C2)C2N(CCCC2)CC[C@@H]2CC[C@H](CC2)N (trans-4-[2-(4-benzofuran-3-yl-piperidin-1-yl)-ethyl]-cyclohexylamine dihydrochloride), C1(CCC1)C(=O)O (cyclobutanecarboxylic acid). The product is O1C=C(C=C2C1=CC=C2)C2N(CCCC2)CC[C@@H]2CC[C@H](CC2)NC(=O)C2CCC2 (Cyclobutanecarboxylic acid trans-{4-[2-(4-benzofuran-3-yl-piperidin-1-yl)-ethyl]-cyclohexyl}-amide). Reaction SMILES: Cl.Cl.[O:3]1[C:8]2=[CH:9][CH:10]=[CH:11][C:7]2=[CH:6][C:5]([CH:12]2[CH2:17][CH2:16][CH2:15][CH2:14][N:13]2[CH2:18][CH2:19][C@H:20]2[CH2:25][CH2:24][C@H:23]([NH2:26])[CH2:22][CH2:21]2)=[CH:4]1.[CH:27]1([C:31](O)=[O:32])[CH2:30][CH2:29][CH2:28]1>>[O:3]1[C:8]2=[CH:9][CH:10]=[CH:11][C:7]2=[CH:6][C:5]([CH:12]2[CH2:17][CH2:16][CH2:15][CH2:14][N:13]2[CH2:18][CH2:19][C@H:20]2[CH2:21][CH2:22][C@H:23]([NH:26][C:31]([CH:27]3[CH2:30][CH2:29][CH2:28]3)=[O:32])[CH2:24][CH2:25]2)=[CH:4]1 |f:0.1.2|. Reported procedure: The title compound, off-white solid (70 mg, 69%), MS (ISP) m/z=409.4 [(M+H)+], mp 180° C., was prepared in accordance with the general method of example 1 from trans-4-[2-(4-benzofuran-3-yl-piperidin-1-yl)-ethyl]-cyclohexylamine dihydrochloride (intermediate A) (100 mg, 0.25 mmol) and cyclobutanecarboxylic acid. The reactants are C1(=CC=C(C=C1)S(=O)(=O)O)C (p-toluenesulfonic acid), FC1=CC=C(C=C1)C1=CC=C(C(=N1)C1=CC=C(C=C1)OC)C1=CC=C(C=C1)OC (6-(4-fluorophenyl)-2,3-bis(4-methoxyphenyl)pyridine). Run in C(C)OCC (diethyl ether), C(C)OCC (diethyl ether). Product: CC1=CC=C(C=C1)S(=O)(=O)O.FC1=CC=C(C=C1)C1=CC=C(C(=N1)C1=CC=C(C=C1)OC)C1=CC=C(C=C1)OC (6-(4-Fluorophenyl)-2,3-bis(4-methoxyphenyl)pyridine 4-methylbenzenesulfonate). As a reaction SMILES: [C:1]1([CH3:11])[CH:6]=[CH:5][C:4]([S:7]([OH:10])(=[O:9])=[O:8])=[CH:3][CH:2]=1.[F:12][C:13]1[CH:18]=[CH:17][C:16]([C:19]2[N:24]=[C:23]([C:25]3[CH:30]=[CH:29][C:28]([O:31][CH3:32])=[CH:27][CH:26]=3)[C:22]([C:33]3[CH:38]=[CH:37][C:36]([O:39][CH3:40])=[CH:35][CH:34]=3)=[CH:21][CH:20]=2)=[CH:15][CH:14]=1>C(OCC)C>[CH3:11][C:1]1[CH:2]=[CH:3][C:4]([S:7]([OH:10])(=[O:9])=[O:8])=[CH:5][CH:6]=1.[F:12][C:13]1[CH:14]=[CH:15][C:16]([C:19]2[N:24]=[C:23]([C:25]3[CH:30]=[CH:29][C:28]([O:31][CH3:32])=[CH:27][CH:26]=3)[C:22]([C:33]3[CH:38]=[CH:37][C:36]([O:39][CH3:40])=[CH:35][CH:34]=3)=[CH:21][CH:20]=2)=[CH:17][CH:18]=1 |f:3.4|. Procedure details: A solution of 0.49 g. of p-toluenesulfonic acid in 50 ml. of diethyl ether was added to a solution of 1.00 g. of 6-(4-fluorophenyl)-2,3-bis(4-methoxyphenyl)pyridine in 50 ml. of diethyl ether. The resulting light yellow precipitate was recovered by filtration affording 1.29 g. of the desired title product, m.p. about 166°-167° C. The reactants are BrC=1C=C2C(=NC1)NC=N2 (6-bromo-3H-imidazo[4,5-b]pyridine), [H-].[Na+] (NaH), final mixture, C[Si](C)(C)CCOCCl (SEM-Cl). The solvent is CN(C)C=O (DMF), [NH4+].[Cl-] (NH4Cl). Conditions: time 30 minute. Yields the product BrC=1C=C2C(=NC1)N(C=N2)COCC[Si](C)(C)C (6-Bromo-3-(2-trimethylsilanyl-ethoxymethyl)-3H-imidazo[4,5-b]pyridine). As a reaction SMILES: [Br:1][C:2]1[CH:3]=[C:4]2[N:10]=[CH:9][NH:8][C:5]2=[N:6][CH:7]=1.[H-].[Na+].[CH3:13][Si:14]([CH2:17][CH2:18][O:19][CH2:20]Cl)([CH3:16])[CH3:15]>CN(C=O)C.[NH4+].[Cl-]>[Br:1][C:2]1[CH:3]=[C:4]2[N:10]=[CH:9][N:8]([CH2:20][O:19][CH2:18][CH2:17][Si:14]([CH3:16])([CH3:15])[CH3:13])[C:5]2=[N:6][CH:7]=1 |f:1.2,5.6|. Procedure details: To a solution of 6-bromo-3H-imidazo[4,5-b]pyridine (1.0 eq.) (see J. Am. Chem. Soc. 1957, 6421.) in DMF (0.2M) was added NaH (1.4 eq.). The mixture was stirred for 30 min then SEM-Cl (2.0 eq.) was added. The final mixture was stirred for 2 h, poured in saturated aqueous NH4Cl and extracted with EtOAc (2×). The combined organic extracts were washed with water (3×), brine, dried over Na2SO4, filtered and concentrated. Flash chromatography (Hex:EtOAc; 7:3) afforded the title compound as a foam.